Dataset: the Open Reaction Database (ORD), a public repository of structured organic reaction records. Task: describe an organic reaction: reactants, conditions, products, and yield Starting materials: CI, CCOC(C)=O, CCC(CC)c1cc(C)nn2c(-c3cc4ccc(Cl)cc4[nH]3)c(C)nc12, [H-], [Na+], CN(C)C=O. Product: CCC(CC)c1cc(C)nn2c(-c3cc4ccc(Cl)cc4n3C)c(C)nc12. Reaction SMILES: [CH3:34][I:35].[CH3:36][CH2:37][O:38][C:39]([CH3:40])=[O:41].[Cl:1][c:2]1[cH:3][cH:4][c:5]2[cH:6][c:7](-[c:11]3[c:12]([CH3:26])[n:13][c:14]4[n:15]3[n:16][c:17]([CH3:25])[cH:18][c:19]4[CH:20]([CH2:21][CH3:22])[CH2:23][CH3:24])[nH:8][c:9]2[cH:10]1.[H-:33].[Na+:32].[O:27]=[CH:28][N:29]([CH3:30])[CH3:31]>>[Cl:1][c:2]1[cH:3][cH:4][c:5]2[cH:6][c:7](-[c:11]3[c:12]([CH3:26])[n:13][c:14]4[n:15]3[n:16][c:17]([CH3:25])[cH:18][c:19]4[CH:20]([CH2:21][CH3:22])[CH2:23][CH3:24])[n:8]([CH3:28])[c:9]2[cH:10]1.